From a dataset of the Open Reaction Database (ORD), a public repository of structured organic reaction records. describe an organic reaction: reactants, conditions, products, and yield Reactants: C1CCOC1, CCCC[N+](CCCC)(CCCC)CCCC, [F-], NCCN, COc1nn(COCC[Si](C)(C)C)c2ccc(C3OCCO3)cc12. Reaction SMILES: [CH2:47]1[O:48][CH2:49][CH2:50][CH2:51]1.[CH3:30][CH2:31][CH2:32][CH2:33][N+:34]([CH2:35][CH2:36][CH2:37][CH3:38])([CH2:39][CH2:40][CH2:41][CH3:42])[CH2:43][CH2:44][CH2:45][CH3:46].[F-:29].[NH2:25][CH2:26][CH2:27][NH2:28].[O:1]1[CH:2]([c:6]2[cH:7][c:8]3[c:9]([O:23][CH3:24])[n:10][n:11]([CH2:15][O:16][CH2:17][CH2:18][Si:19]([CH3:20])([CH3:21])[CH3:22])[c:12]3[cH:13][cH:14]2)[O:3][CH2:4][CH2:5]1>>[O:1]1[CH:2]([c:6]2[cH:7][c:8]3[c:9]([O:23][CH3:24])[n:10][nH:11][c:12]3[cH:13][cH:14]2)[O:3][CH2:4][CH2:5]1. Yields the product COc1n[nH]c2ccc(C3OCCO3)cc12. Starting materials: C(C1=CC=CC=C1)(=O)C1N(CCNC1=O)C(=O)OC(C)(C)C (t-Butyl 2-Benzoyl-3-oxo-1-piperazinecarboxylate), 1.25, C(CO)O (ethyleneglycol), O.C1(=CC=C(C=C1)S(=O)(=O)O)C (p-toluenesulfonic acid monohydrate), C(C)(C)(C)OC(=O)OC(=O)OC(C)(C)C (di-t-butyldicarbonate). The solvent is C1=CC=CC=C1 (benzene), O (water). The product is O=C1C(N(CCN1)C(=O)OC(C)(C)C)C1C2=C(C=CC=C2)OCCO1 (t-Butyl 3-Oxo-2-(α-ethylenedioxybenzyl)-1-piperazine carboxylate). Reaction SMILES: [C:1]([CH:9]1[C:14](=[O:15])[NH:13][CH2:12][CH2:11][N:10]1[C:16]([O:18][C:19]([CH3:22])([CH3:21])[CH3:20])=[O:17])(=[O:8])[C:2]1[CH:7]=[CH:6][CH:5]=[CH:4][CH:3]=1.[CH2:23](O)[CH2:24][OH:25].O.C1(C)C=CC(S(O)(=O)=O)=CC=1.C(OC(OC(OC(C)(C)C)=O)=O)(C)(C)C>C1C=CC=CC=1.O>[O:15]=[C:14]1[NH:13][CH2:12][CH2:11][N:10]([C:16]([O:18][C:19]([CH3:22])([CH3:21])[CH3:20])=[O:17])[CH:9]1[CH:1]1[O:8][CH2:23][CH2:24][O:25][C:7]2[CH:6]=[CH:5][CH:4]=[CH:3][C:2]1=2 |f:2.3|. Procedure: A mixture of 2.0 g (6.5 mmole) of 27d, 1.25 (20.0 mmole) of ethyleneglycol, and 1.0 g of p-toluenesulfonic acid monohydrate is refluxed in 50 ml of benzene in a Dean-Stark apparatus until the collection of water ceases. The reaction mixture is cooled, washed with saturated NaHCO3 solution and brine, dried over MgSO4, and filtered. The filtrate is stirred with 2.2 g (10 mmole) of di-t-butyldicarbonate at reflux temperature and then concentrated to a solid residue and recrystallized from benzene/h... Starting materials: C[C@@H](C1=CC=C(C=C1)CC(C)C)C(=O)O (S(+)-ibuprofen), R(-)-ibuprofen. Run in CCCCCCC (heptane). Run at temperature 220 celsius. The product is OC(=O)C(C)C1=CC=C(CC(C)C)C=C1 (ibuprofen). The yield is 361.2%. Reaction SMILES: [CH3:1][C@H:2]([C:13]([OH:15])=[O:14])[C:3]1[CH:8]=[CH:7][C:6]([CH2:9][CH:10]([CH3:12])[CH3:11])=[CH:5][CH:4]=1>CCCCCCC>[OH:15][C:13]([CH:2]([C:3]1[CH:4]=[CH:5][C:6]([CH2:9][CH:10]([CH3:11])[CH3:12])=[CH:7][CH:8]=1)[CH3:1])=[O:14]. Reported procedure: Racemization and Distillation of R(-)-Enriched Ibuprofen. Heptane is removed as stream 18, FIG. 1, by distillation in an evaporator at atmospheric pressure from a mixture [stream 15, FIG. 1] containing S(+)-ibuprofen (0.1912 moles, 39.43 g), R(-)-ibuprofen (0.5136 moles, 105.95 g), and heptane (ca. 390 g). During the distillation, water [30 g, stream 17] is injected into the base of the evaporator to help strip out the last traces of heptane and to minimize formation of ibuprofen ethyl ester. Th... The reactants are C(C)(C)(C)OC(\C=C(\C)/NC1=CC=C(C=C1)F)=O ((Z)-3-(4-fluorophenylamino)-but-2-enoic acid tert-butylester), 19F, FC1=CC=C(C=C1)NC(C)=O (N-(4-fluorophenyl)-acetamide), raw product, C(CC)#N (propionitrile). The reagents and catalysts are CC(=O)[O-].CC(=O)[O-].[Cu+2] (Cu(OAc)2). Product: C(C)(C)(C)OC(=O)C=1C(=NN(C1C)C1=CC=C(C=C1)F)CC (3-ethyl-1-(4-fluorophenyl)-5-methyl-1H-pyrazole-4-carboxylic acid tert-butylester). RXN SMILES: [C:1]([O:5][C:6](=[O:18])/[CH:7]=[C:8](\[NH:10][C:11]1[CH:16]=[CH:15][C:14]([F:17])=[CH:13][CH:12]=1)/[CH3:9])([CH3:4])([CH3:3])[CH3:2].[C:19](#[N:22])[CH2:20][CH3:21].FC1C=CC(NC(=O)C)=CC=1>CC([O-])=O.CC([O-])=O.[Cu+2]>[C:1]([O:5][C:6]([C:7]1[C:19]([CH2:20][CH3:21])=[N:22][N:10]([C:11]2[CH:12]=[CH:13][C:14]([F:17])=[CH:15][CH:16]=2)[C:8]=1[CH3:9])=[O:18])([CH3:2])([CH3:3])[CH3:4] |f:3.4.5|. Procedure: According to AVV A, (Z)-3-(4-fluorophenylamino)-but-2-enoic acid tert-butylester (251.3 mg, 1.0 mmol, 1.0 equiv.) was stirred with Cu(OAc)2 (544.9 mg, 3.0 mmol, 3.0 equiv.) into propionitrile (3.0 ml, 41.9 mmol, 41.9 equiv.) for 24 hours at 120° C. The dark-brown/blue raw product (295.9 mg) was analyzed by means of 1H and 19F-NMR-spectroscopy. The 19F-NMR spectra showed the desired product (δ=−112.7 ppm) and N-(4-fluorophenyl)-acetamide (δ=−118.0 ppm) in a ratio of 89:11. After purification by m...